From a dataset of the Open Reaction Database (ORD), a public repository of structured organic reaction records. describe an organic reaction: reactants, conditions, products, and yield The reactants are N1C(C(NC2=CC=CC=C12)=O)=O (2(1H), 3(4H)-quinoxalinedione), FC(S(=O)(=O)[O-])(F)F.FC(C(F)(F)F)(F)[I+]C1=CC=CC=C1 (pentafluoroethylphenyliodonium trifluoromethanesulfonate), CN(C=O)C (dimethylformamide). Solvent: C(C)(=O)OCC (Ethyl acetate). Reaction conditions: temperature 45 celsius, time 8 hour. Product: FC(C(F)(F)F)(C=1C=C2NC(C(NC2=CC1)=O)=O)F (6-pentafluoroethyl-2(1H), 3(4H)-quinoxalinedione). The yield is 5.8%. RXN SMILES: [NH:1]1[C:10]2[C:5](=[CH:6][CH:7]=[CH:8][CH:9]=2)[NH:4][C:3](=[O:11])[C:2]1=[O:12].FC(F)(F)S([O-])(=O)=O.[F:21][C:22]([I+]C1C=CC=CC=1)([F:27])[C:23]([F:26])([F:25])[F:24].CN(C)C=O>C(OCC)(=O)C>[F:21][C:22]([F:27])([C:8]1[CH:9]=[C:10]2[C:5](=[CH:6][CH:7]=1)[NH:4][C:3](=[O:11])[C:2](=[O:12])[NH:1]2)[C:23]([F:26])([F:25])[F:24] |f:1.2|. Procedure details: A mixture of 0.5 g of 2(1H), 3(4H)-quinoxalinedione, 1.60 g of pentafluoroethylphenyliodonium trifluoromethanesulfonate and 10 ml of dimethylformamide was stirred overnight on an oil bath at 45° C. Ethyl acetate was then added to the reaction mixture and the unreacted 2(1H), 3(4H)-quinoxalinedione was removed by filtration (recovery of the starting material: 0.13 g). Water was added to the filtrate and, after rendering the mixture neutral, the mixture was extracted with ethyl acetate. The extrac... Reaction SMILES: [Br:1][c:2]1[c:3](-[c:29]2[cH:30][cH:31][c:32]([Cl:35])[cH:33][cH:34]2)[c:4](-[c:21]2[cH:22][cH:23][c:24]([C:25]#[N:26])[cH:27][cH:28]2)[c:5](=[O:20])[n:6]([CH2:8][c:9]2[c:10]([CH3:19])[n:11][c:12]([C:15]([F:16])([F:17])[F:18])[cH:13][cH:14]2)[n:7]1.[NH2:36][NH2:37].[cH:38]1[cH:39][cH:40][n:41][cH:42][cH:43]1>>[c:2]1([NH:36][NH2:37])[c:3](-[c:29]2[cH:30][cH:31][c:32]([Cl:35])[cH:33][cH:34]2)[c:4](-[c:21]2[cH:22][cH:23][c:24]([C:25]#[N:26])[cH:27][cH:28]2)[c:5](=[O:20])[n:6]([CH2:8][c:9]2[c:10]([CH3:19])[n:11][c:12]([C:15]([F:16])([F:17])[F:18])[cH:13][cH:14]2)[n:7]1. Starting materials: Cc1nc(C(F)(F)F)ccc1Cn1nc(Br)c(-c2ccc(Cl)cc2)c(-c2ccc(C#N)cc2)c1=O, NN, c1ccncc1. Product: Cc1nc(C(F)(F)F)ccc1Cn1nc(NN)c(-c2ccc(Cl)cc2)c(-c2ccc(C#N)cc2)c1=O. As a reaction SMILES: [CH3:1][CH:2]([CH2:3][NH:4][c:5]1[cH:6][c:7]2[c:8]([n:9][c:10]([SH:12])[s:11]2)[cH:13][cH:14]1)[CH3:15].[CH3:36][OH:37].[CH:32]([Cl:33])([Cl:34])[Cl:35].[CH:38]([Cl:39])([Cl:40])[Cl:41].[Cl:16][CH2:17][Cl:18].[F:19][C:20]([c:21]1[cH:22][cH:23][c:24]([N:27]=[C:28]=[O:29])[cH:25][cH:26]1)([F:30])[F:31]>>[CH3:1][CH:2]([CH2:3][N:4]([c:5]1[cH:6][c:7]2[c:8]([n:9][c:10]([SH:12])[s:11]2)[cH:13][cH:14]1)[C:28]([NH:27][c:24]1[cH:23][cH:22][c:21]([C:20]([F:19])([F:30])[F:31])[cH:26][cH:25]1)=[O:29])[CH3:15]. Starting materials: CC(C)CNc1ccc2nc(S)sc2c1, CO, ClC(Cl)Cl, ClC(Cl)Cl, ClCCl, O=C=Nc1ccc(C(F)(F)F)cc1. Product: CC(C)CN(C(=O)Nc1ccc(C(F)(F)F)cc1)c1ccc2nc(S)sc2c1. Starting materials: NC(C)CCCCC (2-aminoheptane), N-heptyl isothiocyanate, C(C)O (ethanol), C(C)I (ethyl iodide), NC(=S)N (thiourea). Product: C=CCCCCCCCCCSC(=N)N.I (isothiuronium). Reaction SMILES: N[CH:2]([CH2:4][CH2:5][CH2:6][CH2:7][CH3:8])[CH3:3].[CH2:9]([I:11])[CH3:10].[NH2:12][C:13]([NH2:15])=[S:14].[CH2:16](O)[CH3:17]>>[CH2:3]=[CH:2][CH2:4][CH2:5][CH2:6][CH2:7][CH2:8][CH2:16][CH2:17][CH2:9][CH2:10][S:14][C:13]([NH2:15])=[NH:12].[IH:11] |f:4.5|. Procedure details: The equipment was the same as in Example 26 above. 11.5 g (0.1 mole) 2-aminoheptane was mixed with 50 ml ethanol 2B and 15.7 g (0.1 mole) N-heptyl isothiocyanate was added, resulting in an exothermic reaction during which the temperature rose from 25° to 65° C. The reaction mixture was refluxed on a steam bath for 1.5 hours. 17.16 g (0.11 mole) ethyl iodide was then added to the thiourea and the mixture refluxed for 1.5 hours on a steam bath. The product was vacuum evaporated to produce 44.0 g o... Starting materials: CC([C@@H](C(NC1C(CN(CCC1)S(=O)(=O)C1=NC=CC=C1)O)=O)NC(=O)C=1OC2=C(C1)C=CC=C2)CC (Benzofuran-2-carboxylic acid {(S)-2-methyl-1-[3-hydroxy-1-(pyridine-2-sulfonyl)-azepan-4-ylcarbamoyl]-butyl}-amide), CC(=O)OI1(C=2C=CC=CC2C(=O)O1)(OC(=O)C)OC(=O)C (Dess-Martin reagent), S(=S)(=O)([O-])[O-].[Na+].[Na+] (sodium thiosulfate), C([O-])(O)=O.[Na+] (sodium bicarbonate). Yield: 19.0%. Conditions: time 30 minute. The solvent is C(Cl)Cl (CH2Cl2). Procedure: To a stirring solution of the compound of example 193 (37 mg, 0.07 mmol) in CH2Cl2 (0.5 ml) was added Dess-Martin reagent (45 mg, 0.105 mmol). After stirring for 30 minutes, solutions of sodium thiosulfate (10% in water, 0.50 ml) and saturated aqueous sodium bicarbonate (0.50 ml) were added simultaneously to the reaction. The mixture was then extracted with dichloromethane (2 times). The organic layer was dried, filtered, and concentrated. The residue was purified by HPLC to yield the two diaste... RXN SMILES: [CH3:1][CH:2]([CH2:36][CH3:37])[C@H:3]([NH:24][C:25]([C:27]1[O:28][C:29]2[CH:35]=[CH:34][CH:33]=[CH:32][C:30]=2[CH:31]=1)=[O:26])[C:4](=[O:23])[NH:5][CH:6]1[CH2:12][CH2:11][CH2:10][N:9]([S:13]([C:16]2[CH:21]=[CH:20][CH:19]=[CH:18][N:17]=2)(=[O:15])=[O:14])[CH2:8][CH:7]1[OH:22].CC(OI1(OC(C)=O)(OC(C)=O)OC(=O)C2C=CC=CC1=2)=O.S([O-])([O-])(=O)=S.[Na+].[Na+].C(=O)(O)[O-].[Na+]>C(Cl)Cl>[CH3:1][CH:2]([CH2:36][CH3:37])[C@H:3]([NH:24][C:25]([C:27]1[O:28][C:29]2[CH:35]=[CH:34][CH:33]=[CH:32][C:30]=2[CH:31]=1)=[O:26])[C:4](=[O:23])[NH:5][CH:6]1[CH2:12][CH2:11][CH2:10][N:9]([S:13]([C:16]2[CH:21]=[CH:20][CH:19]=[CH:18][N:17]=2)(=[O:14])=[O:15])[CH2:8][C:7]1=[O:22] |f:2.3.4,5.6|. Product: CC([C@@H](C(NC1C(CN(CCC1)S(=O)(=O)C1=NC=CC=C1)=O)=O)NC(=O)C=1OC2=C(C1)C=CC=C2)CC (Benzofuran-2-carboxylic acid {(S)-2-methyl-1-[3-oxo-1-(pyridine-2-sulfonyl)-azepan-4-ylcarbamoyl]-butyl}-amide). The reactants are CC#N, Cc1cccc(Cl)c1C=Cc1cccc(C=O)c1. Yields the product Cc1cccc(Cl)c1C=Cc1cccc(C(O)CC#N)c1. Reaction SMILES: [CH3:19][C:20]#[N:21].[Cl:1][c:2]1[c:3]([CH:4]=[CH:5][c:6]2[cH:7][c:8]([CH:9]=[O:10])[cH:11][cH:12][cH:13]2)[c:14]([CH3:18])[cH:15][cH:16][cH:17]1>>[Cl:1][c:2]1[c:3]([CH:4]=[CH:5][c:6]2[cH:7][c:8]([CH:9]([OH:10])[CH2:19][C:20]#[N:21])[cH:11][cH:12][cH:13]2)[c:14]([CH3:18])[cH:15][cH:16][cH:17]1.